From a dataset of the Open Reaction Database (ORD), a public repository of structured organic reaction records. describe an organic reaction: reactants, conditions, products, and yield Starting materials: N[C@@H]1CN(CCC1)C1=NC2=CC=C(C(=C2C=C1)NC(CC1CCCCC1)=O)Cl (N-[2-[(3S)-3-Amino-1-piperidinyl]-6-chloro-5-quinolinyl]-cyclohexaneacetamide), [Si](C)(C)(C(C)(C)C)OCC=O ((tert-butyldimethylsilyloxy)acetaldehyde), C(C)(=O)O[BH-](OC(C)=O)OC(C)=O.[Na+] (sodium triacetoxyborohydride). Yields the product ClC=1C(=C2C=CC(=NC2=CC1)N1C[C@H](CCC1)NCCO[Si](C)(C)C(C)(C)C)NC(CC1CCCCC1)=O (N-[6-Chloro-2-[(3S)-3-[[2-[[(1,1-dimethylethyl)dimethylsilyl]oxy]ethyl]amino]-1-piperidinyl]-5-quinolinyl]-cyclohexaneacetamide). Procedure: Prepared according to the method of example 50(a), using N-[2-[(3S)-3-amino-1-piperidinyl]-6-chloro-5-quinolinyl]-cyclohexaneacetamide (Example 60) (200 mg), (tert-butyldimethylsilyloxy)acetaldehyde (0.086 mL) and sodium triacetoxyborohydride (0.212 g) to afford the sub-title compound (0.2 g). Reaction SMILES: [NH2:1][C@H:2]1[CH2:7][CH2:6][CH2:5][N:4]([C:8]2[CH:17]=[CH:16][C:15]3[C:10](=[CH:11][CH:12]=[C:13]([Cl:28])[C:14]=3[NH:18][C:19](=[O:27])[CH2:20][CH:21]3[CH2:26][CH2:25][CH2:24][CH2:23][CH2:22]3)[N:9]=2)[CH2:3]1.[Si:29]([O:36][CH2:37][CH:38]=O)([C:32]([CH3:35])([CH3:34])[CH3:33])([CH3:31])[CH3:30].C(O[BH-](OC(=O)C)OC(=O)C)(=O)C.[Na+]>>[Cl:28][C:13]1[C:14]([NH:18][C:19](=[O:27])[CH2:20][CH:21]2[CH2:22][CH2:23][CH2:24][CH2:25][CH2:26]2)=[C:15]2[C:10](=[CH:11][CH:12]=1)[N:9]=[C:8]([N:4]1[CH2:5][CH2:6][CH2:7][C@H:2]([NH:1][CH2:38][CH2:37][O:36][Si:29]([C:32]([CH3:35])([CH3:34])[CH3:33])([CH3:31])[CH3:30])[CH2:3]1)[CH:17]=[CH:16]2 |f:2.3|. Reactants: BrC1=C(C=2C(=NC(=CC2NS(=O)(=O)C2CC2)C)S1)C1=CC(=CC=C1)OC (N-{2-bromo-6-methyl-3-[3-(methyloxy)phenyl]thieno[2,3-b]pyridin-4-yl}cyclopropanesulfonamide), C(=O)([O-])[O-].[K+].[K+] (K2CO3), N1N=CC(=C1)B(O)O (1H-pyrazol-4-ylboronic acid). The reagents and catalysts are C=1C=CC(=CC1)[P](C=2C=CC=CC2)(C=3C=CC=CC3)[Pd]([P](C=4C=CC=CC4)(C=5C=CC=CC5)C=6C=CC=CC6)([P](C=7C=CC=CC7)(C=8C=CC=CC8)C=9C=CC=CC9)[P](C=1C=CC=CC1)(C=1C=CC=CC1)C=1C=CC=CC1 (tetrakis(triphenylphosphine)palladium(0)). The solvent is O1CCOCC1 (1,4-dioxane), O (water). Conditions: temperature 130 celsius. Product: CC1=CC(=C2C(=N1)SC(=C2C2=CC(=CC=C2)OC)C=2C=NNC2)NS(=O)(=O)C2CC2 (N-[6-Methyl-3-[3-(methyloxy)phenyl]-2-(1H-pyrazol-4-yl)thieno[2,3-b]pyridin-4-yl]cyclopropanesulfonamide). As a reaction SMILES: Br[C:2]1[S:18][C:5]2=[N:6][C:7]([CH3:17])=[CH:8][C:9]([NH:10][S:11]([CH:14]3[CH2:16][CH2:15]3)(=[O:13])=[O:12])=[C:4]2[C:3]=1[C:19]1[CH:24]=[CH:23][CH:22]=[C:21]([O:25][CH3:26])[CH:20]=1.C([O-])([O-])=O.[K+].[K+].[NH:33]1[CH:37]=[C:36](B(O)O)[CH:35]=[N:34]1>O1CCOCC1.O.C1C=CC([P]([Pd]([P](C2C=CC=CC=2)(C2C=CC=CC=2)C2C=CC=CC=2)([P](C2C=CC=CC=2)(C2C=CC=CC=2)C2C=CC=CC=2)[P](C2C=CC=CC=2)(C2C=CC=CC=2)C2C=CC=CC=2)(C2C=CC=CC=2)C2C=CC=CC=2)=CC=1>[CH3:17][C:7]1[N:6]=[C:5]2[S:18][C:2]([C:36]3[CH:37]=[N:33][NH:34][CH:35]=3)=[C:3]([C:19]3[CH:24]=[CH:23][CH:22]=[C:21]([O:25][CH3:26])[CH:20]=3)[C:4]2=[C:9]([NH:10][S:11]([CH:14]2[CH2:16][CH2:15]2)(=[O:13])=[O:12])[CH:8]=1 |f:1.2.3,^1:51,53,72,91|. Procedure details: To a suspension of N-{2-bromo-6-methyl-3-[3-(methyloxy)phenyl]thieno[2,3-b]pyridin-4-yl}cyclopropanesulfonamide (Example 95) (58 mg, 0.128 mmol), K2CO3 (57 mg, 0.412 mmol) and 1H-pyrazol-4-ylboronic acid (30 mg, 0.268 mmol) in 1,4-dioxane (1 mL) and water (0.4 mL), was added tetrakis(triphenylphosphine)palladium(0) (15 mg, 0.013 mmol). The reaction mixture was heated at 130° C. in a microwave reactor for 1 h and was then directly loaded onto a silica column, eluting with a gradient of 0-75% of e... Reactants: CC(=O)[O-], C[N+](=O)[O-], [NH4+], O=Cc1cn(-c2ccccc2)c2ccccc12. Product: O=[N+]([O-])C=Cc1cn(-c2ccccc2)c2ccccc12. Reaction SMILES: [CH3:19][C:20](=[O:21])[O-:22].[N+:23](=[O:24])([O-:25])[CH3:26].[NH4+:18].[c:1]1(-[n:7]2[cH:8][c:9]([CH:16]=[O:17])[c:10]3[cH:11][cH:12][cH:13][cH:14][c:15]23)[cH:2][cH:3][cH:4][cH:5][cH:6]1>>[c:1]1(-[n:7]2[cH:8][c:9]([CH:16]=[CH:26][N+:23](=[O:24])[O-:25])[c:10]3[cH:11][cH:12][cH:13][cH:14][c:15]23)[cH:2][cH:3][cH:4][cH:5][cH:6]1. The reactants are C=O, Cc1nccn1-c1ccc(Nc2nc3c(c(CC4CCOCC4)n2)CNCC3)cc1. The product is Cc1nccn1-c1ccc(Nc2nc3c(c(CC4CCOCC4)n2)CN(C)CC3)cc1. RXN SMILES: [CH2:31]=[O:32].[CH3:1][c:2]1[n:3](-[c:7]2[cH:8][cH:9][c:10]([NH:13][c:14]3[n:15][c:16]([CH2:24][CH:25]4[CH2:26][CH2:27][O:28][CH2:29][CH2:30]4)[c:17]4[c:18]([n:19]3)[CH2:20][CH2:21][NH:22][CH2:23]4)[cH:11][cH:12]2)[cH:4][cH:5][n:6]1>>[CH3:1][c:2]1[n:3](-[c:7]2[cH:8][cH:9][c:10]([NH:13][c:14]3[n:15][c:16]([CH2:24][CH:25]4[CH2:26][CH2:27][O:28][CH2:29][CH2:30]4)[c:17]4[c:18]([n:19]3)[CH2:20][CH2:21][N:22]([CH3:31])[CH2:23]4)[cH:11][cH:12]2)[cH:4][cH:5][n:6]1.